From a dataset of the Open Reaction Database (ORD), a public repository of structured organic reaction records. describe an organic reaction: reactants, conditions, products, and yield Reactants: Cc1ccccc1, CCOC(C)=O, CCN(C(C)C)C(C)C, O=[N+]([O-])C(=CC(F)(F)F)C1CCCCC1, COC(=O)C(N)C(C)(C)C. The product is COC(=O)C(NC(C(C1CCCCC1)[N+](=O)[O-])C(F)(F)F)C(C)(C)C. As a reaction SMILES: [CH3:35][c:36]1[cH:37][cH:38][cH:39][cH:40][cH:41]1.[CH3:42][CH2:43][O:44][C:45](=[O:46])[CH3:47].[CH:26]([N:27]([CH:28]([CH3:29])[CH3:30])[CH2:31][CH3:32])([CH3:33])[CH3:34].[F:1][C:2]([CH:3]=[C:4]([N+:5](=[O:6])[O-:7])[CH:8]1[CH2:9][CH2:10][CH2:11][CH2:12][CH2:13]1)([F:14])[F:15].[NH2:16][CH:17]([C:18](=[O:19])[O:20][CH3:21])[C:22]([CH3:23])([CH3:24])[CH3:25]>>[F:1][C:2]([CH:3]([CH:4]([N+:5](=[O:6])[O-:7])[CH:8]1[CH2:9][CH2:10][CH2:11][CH2:12][CH2:13]1)[NH:16][CH:17]([C:18](=[O:19])[O:20][CH3:21])[C:22]([CH3:23])([CH3:24])[CH3:25])([F:14])[F:15]. The reactants are FC1=CC=C(C=C1)CC(CNCC1C(CCCC1)N)(C)C ((2-{[3-(4-fluorophenyl)-2,2-dimethylpropylamino]methyl}cyclohexyl)amine), C1(=CC=CC=C1)OC(NC1=CC(=CC=C1)C1=NN=NN1C)=O ([3-(1-methyl-1H-tetrazol-5-yl)-phenyl]-carbamic acid phenyl ester). Yields the product FC1=CC=C(C=C1)CC(CNC[C@H]1[C@@H](CCCC1)NC(=O)NC1=CC(=CC=C1)C1=NN=NN1C)(C)C (N-[(1R,2S)-2-({[3-(4-fluorophenyl)-2,2-dimethylpropyl]amino}methyl)cyclohexyl]-N′-[3-(1-methyl-1H-tetrazol-5-yl)phenyl]urea). RXN SMILES: [F:1][C:2]1[CH:7]=[CH:6][C:5]([CH2:8][C:9]([CH3:21])([CH3:20])[CH2:10][NH:11][CH2:12][CH:13]2[CH2:18][CH2:17][CH2:16][CH2:15][CH:14]2[NH2:19])=[CH:4][CH:3]=1.C1([O:28][C:29](=O)[NH:30][C:31]2[CH:36]=[CH:35][CH:34]=[C:33]([C:37]3[N:41]([CH3:42])[N:40]=[N:39][N:38]=3)[CH:32]=2)C=CC=CC=1>>[F:1][C:2]1[CH:3]=[CH:4][C:5]([CH2:8][C:9]([CH3:21])([CH3:20])[CH2:10][NH:11][CH2:12][C@@H:13]2[CH2:18][CH2:17][CH2:16][CH2:15][C@H:14]2[NH:19][C:29]([NH:30][C:31]2[CH:36]=[CH:35][CH:34]=[C:33]([C:37]3[N:41]([CH3:42])[N:40]=[N:39][N:38]=3)[CH:32]=2)=[O:28])=[CH:6][CH:7]=1. Procedure: Using the amine from Step e and [3-(1-methyl-1H-tetrazol-5-yl)-phenyl]-carbamic acid phenyl ester, the titled compound was prepared by the methods desribed in Step d of Example 2. Starting materials: O=C1CN(C(=O)c2cc(Br)c(-c3cccc(Cl)c3)s2)CN1, N#Cc1cc(B(O)O)ccc1F, O=C([O-])[O-], COCCOC, CC(C)c1cc(C(C)C)c(-c2ccccc2P(C2CCCCC2)C2CCCCC2)c(C(C)C)c1, [Cs+], [Cs+], CC(=O)[O-], CC(=O)[O-], [Pd+2]. Yields the product N#Cc1cc(-c2cc(C(=O)N3CNC(=O)C3)sc2-c2cccc(Cl)c2)ccc1F. As a reaction SMILES: [Br:1][c:2]1[cH:3][c:4]([C:14](=[O:15])[N:16]2[CH2:17][NH:18][C:19](=[O:21])[CH2:20]2)[s:5][c:6]1-[c:7]1[cH:8][c:9]([Cl:13])[cH:10][cH:11][cH:12]1.[C:22](#[N:23])[c:24]1[cH:25][c:26]([B:31]([OH:32])[OH:33])[cH:27][cH:28][c:29]1[F:30].[C:34](=[O:35])([O-:36])[O-:37].[CH3:74][O:75][CH2:76][CH2:77][O:78][CH3:79].[CH:40]1([P:41]([CH:42]2[CH2:43][CH2:44][CH2:45][CH2:46][CH2:47]2)[c:48]2[cH:49][cH:50][cH:51][cH:52][c:53]2-[c:54]2[c:55]([CH:56]([CH3:57])[CH3:58])[cH:59][c:60]([CH:61]([CH3:62])[CH3:63])[cH:64][c:65]2[CH:66]([CH3:67])[CH3:68])[CH2:69][CH2:70][CH2:71][CH2:72][CH2:73]1.[Cs+:38].[Cs+:39].[O-:81][C:82]([CH3:83])=[O:84].[O-:85][C:86]([CH3:87])=[O:88].[Pd+2:80]>>[c:2]1(-[c:26]2[cH:25][c:24]([C:22]#[N:23])[c:29]([F:30])[cH:28][cH:27]2)[cH:3][c:4]([C:14](=[O:15])[N:16]2[CH2:17][NH:18][C:19](=[O:21])[CH2:20]2)[s:5][c:6]1-[c:7]1[cH:8][c:9]([Cl:13])[cH:10][cH:11][cH:12]1. The product is CC=1C=CC=2N(C1)C(=C(N2)C2=CC=C(C=C2)C)CC(CCCCC)=O (1-(6-Methyl-2-p-tolyl-imidazo[1,2-a]pyridin-3-yl)-heptan-2-one). Reactants: N1=C(C=CC=C1)SC(CC1=C(N=C2N1C=C(C=C2)C)C2=CC=C(C=C2)C)=O ((6-methyl-2-p-tolyl-imidazo[1,2-a]pyridin-3-yl)-thioacetic acid S-pyridin-2-yl ester), C(CCCC)[Mg]Br (pentylmagnesium bromide). Reported procedure: Prepared from (6-methyl-2-p-tolyl-imidazo[1,2-a]pyridin-3-yl)-thioacetic acid S-pyridin-2-yl ester 1c and pentylmagnesium bromide using a similar procedure described above. 1H NMR (400 MHz, CDCl3) δ 0.81 (t, 3H), 1.17 (m, 6H), 1.51 (m, 2H), 2.28 (s, 3H), 2.37 (s, 3H), 4.04 (s, 2H), 7.00 (d, J=8.4 Hz, 1H), 7.23 (d, J=7.3 Hz, 2H), 7.55 (m, 4H). Mass spectrum m/e 335 (M+). Reaction SMILES: N1C=CC=CC=1S[C:8](=[O:27])[CH2:9][C:10]1[N:14]2[CH:15]=[C:16]([CH3:19])[CH:17]=[CH:18][C:13]2=[N:12][C:11]=1[C:20]1[CH:25]=[CH:24][C:23]([CH3:26])=[CH:22][CH:21]=1.[CH2:28]([Mg]Br)[CH2:29][CH2:30][CH2:31][CH3:32]>>[CH3:19][C:16]1[CH:17]=[CH:18][C:13]2[N:14]([C:10]([CH2:9][C:8](=[O:27])[CH2:28][CH2:29][CH2:30][CH2:31][CH3:32])=[C:11]([C:20]3[CH:21]=[CH:22][C:23]([CH3:26])=[CH:24][CH:25]=3)[N:12]=2)[CH:15]=1. Reactants: C1(=CC=CC=C1)C=1SC(=CN1)CC=CO (3-(2-phenyl-5-thiazolyl)-propenol). The reagents and catalysts are [Pd] (palladium on charcoal). The solvent is CO (methanol). Product: C1(=CC=CC=C1)C=1SC(=CN1)CCCO (2-phenyl-5-thiazole-propanol). The yield is 78.3%. RXN SMILES: [C:1]1([C:7]2[S:8][C:9]([CH2:12][CH:13]=[CH:14][OH:15])=[CH:10][N:11]=2)[CH:6]=[CH:5][CH:4]=[CH:3][CH:2]=1>CO.[Pd]>[C:1]1([C:7]2[S:8][C:9]([CH2:12][CH2:13][CH2:14][OH:15])=[CH:10][N:11]=2)[CH:2]=[CH:3][CH:4]=[CH:5][CH:6]=1. Procedure details: A solution of 960 mg of the product of Stage F in 10 ml of methanol was hydrogenated for 12 hours at one atmosphere, then for 9 hours under 1.4 atmospheres in the presence of 150 mg of palladium on charcoal. After filtration, evaporation to dryness under reduced pressure was carried out. The residue was chromatographed on silica (eluant: ethyl acetate-cyclohexane (4-6)) to obtain 759 mg of the desired product. Starting materials: FC1=C(N)C(=CC=C1)C (2-fluoro-6-methylaniline), OS(=O)(=O)[O-].[K+] (KHSO4), C(C)(C)(C)OC(=O)N([C@H](C(=O)N[C@H](C(=O)N1[C@@H](CC=2C1=NC=CC2)C(=O)O)C2CCOCC2)C)C ((S)-1-((S)-2-((S)-2-(tert-butoxycarbonyl(methyl)amino)propanamido)-2-(tetrahydro-2H-pyran-4-yl)acetyl)-2,3-dihydro-1H-pyrrolo[2,3-b]pyridine-2-carboxylic acid), C(C)(C)N(CC)C(C)C (diisopropylethylamine), C1(=CC=CC=C1)P(=O)(C1=CC=CC=C1)Cl (diphenylphosphinic chloride). The solvent is C(Cl)Cl (DCM). Reaction conditions: time 5 minute. The product is FC1=C(C(=CC=C1)C)NC(=O)[C@@H]1CC=2C(=NC=CC2)N1C([C@H](C1CCOCC1)NC([C@H](C)N(C(OC(C)(C)C)=O)C)=O)=O (tert-butyl (S)-1-((S)-2-((S)-2-(2-fluoro-6-methylphenylcarbamoyl)-2,3-dihydro-1H-pyrrolo[2,3-b]pyridin-1-yl)-2-oxo-1-(tetrahydro-2H-pyran-4-yl)ethylamino)-1-oxopropan-2-yl(methyl)carbamate). Yield: 41.0%. RXN SMILES: [C:1]([O:5][C:6]([N:8]([CH3:35])[C@@H:9]([CH3:34])[C:10]([NH:12][C@@H:13]([CH:28]1[CH2:33][CH2:32][O:31][CH2:30][CH2:29]1)[C:14]([N:16]1[C:20]2=[N:21][CH:22]=[CH:23][CH:24]=[C:19]2[CH2:18][C@H:17]1[C:25]([OH:27])=O)=[O:15])=[O:11])=[O:7])([CH3:4])([CH3:3])[CH3:2].C(N(C(C)C)CC)(C)C.C1(P(Cl)(C2C=CC=CC=2)=O)C=CC=CC=1.[F:60][C:61]1[CH:67]=[CH:66][CH:65]=[C:64]([CH3:68])[C:62]=1[NH2:63].OS([O-])(=O)=O.[K+]>C(Cl)Cl>[F:60][C:61]1[CH:67]=[CH:66][CH:65]=[C:64]([CH3:68])[C:62]=1[NH:63][C:25]([C@H:17]1[N:16]([C:14](=[O:15])[C@@H:13]([NH:12][C:10](=[O:11])[C@@H:9]([N:8]([CH3:35])[C:6](=[O:7])[O:5][C:1]([CH3:2])([CH3:4])[CH3:3])[CH3:34])[CH:28]2[CH2:33][CH2:32][O:31][CH2:30][CH2:29]2)[C:20]2=[N:21][CH:22]=[CH:23][CH:24]=[C:19]2[CH2:18]1)=[O:27] |f:4.5|. Procedure: To a solution of (S)-1-((S)-2-((S)-2-(tert-butoxycarbonyl(methyl)amino)propanamido)-2-(tetrahydro-2H-pyran-4-yl)acetyl)-2,3-dihydro-1H-pyrrolo[2,3-b]pyridine-2-carboxylic acid (60 mg, 122 pilot, Eq: 1.00) and diisopropylethylamine (64 μL, 367 μmol, Eq: 3) in DCM (1.8 mL) was added diphenylphosphinic chloride (63.7 mg, 51 μL, 269 μmol, Eq: 2.2). After stirring for 5 min, 2-fluoro-6-methylaniline (18.4 mg, 147 μmol, Eq: 1.2) was added and the resulting solution stirred at rt for 2 d. The reaction ...